From a dataset of the Open Reaction Database (ORD), a public repository of structured organic reaction records. describe an organic reaction: reactants, conditions, products, and yield The reactants are C1CCOC1, CC=CC(OC)C(C)C(OC)C(C)COCc1ccccc1. Product: CC=CC(OC)C(C)C(OC)C(C)CO. Reaction SMILES: [CH2:23]1[O:24][CH2:25][CH2:26][CH2:27]1.[CH3:1][O:2][CH:3]([CH:4]([CH2:5][O:6][CH2:7][c:8]1[cH:9][cH:10][cH:11][cH:12][cH:13]1)[CH3:14])[CH:15]([CH:16]([CH:17]=[CH:18][CH3:19])[O:20][CH3:21])[CH3:22]>>[CH3:1][O:2][CH:3]([CH:4]([CH2:5][OH:6])[CH3:14])[CH:15]([CH:16]([CH:17]=[CH:18][CH3:19])[O:20][CH3:21])[CH3:22]. The reactants are C1(=CC=CC=C1)C1(C(N(C(N1)=O)CO)=O)C1=CC=CC=C1 (5,5-Diphenyl-3-hydroxymethyl-2,4-imidazolidinedione), BrC(C(=O)Cl)C (2-bromopropionyl chloride). The solvent is C(C)OCC (ethyl ether). The product is BrC(C(=O)OCN1C(NC(C1=O)(C1=CC=CC=C1)C1=CC=CC=C1)=O)C (3-(2'-Bromopropionyl)oxymethyl-5,5-diphenyl-2,4-imidazolidinedione). As a reaction SMILES: [C:1]1([C:7]2([C:16]3[CH:21]=[CH:20][CH:19]=[CH:18][CH:17]=3)[NH:11][C:10](=[O:12])[N:9]([CH2:13][OH:14])[C:8]2=[O:15])[CH:6]=[CH:5][CH:4]=[CH:3][CH:2]=1.[Br:22][CH:23]([CH3:27])[C:24](Cl)=[O:25]>C(OCC)C>[Br:22][CH:23]([CH3:27])[C:24]([O:14][CH2:13][N:9]1[C:8](=[O:15])[C:7]([C:1]2[CH:2]=[CH:3][CH:4]=[CH:5][CH:6]=2)([C:16]2[CH:17]=[CH:18][CH:19]=[CH:20][CH:21]=2)[NH:11][C:10]1=[O:12])=[O:25]. Procedure details: 5,5-Diphenyl-3-hydroxymethyl-2,4-imidazolidinedione (2 g, 0.0071 mol) was dissolved in 2-bromopropionyl chloride (8.5 g, 5 mL, 0.05 mol) by heating for 30 minutes on a 100°-110° C. oil bath. The reaction mixture was cooled, 20 mL of ethyl ether were added, and the resultant solution was extracted with aqueous potassium carbonate, dried and then crystallized. The product was obtained as a solid white substance (1 g, 34%), m.p. 112°-115° C. Anal. calc. for C19H17N2O4Br: C, 54.69; H, 4.11; N, 6.72;... The reactants are FC1=CC(=C2C(C(=CN(C2=C1C)[C@H]1[C@H](C1)F)C(=O)OCC)=O)[N+](=O)[O-] (Ethyl 7-fluoro-1-[2-(S)-fluoro-1-(R)-cyclopropyl]-1,4-dihydro-8-methyl-5-nitro-4-oxoquinoline-3-carboxylate), CCCCCC (n-hexane). Reagents/catalysts: [C].[Pd] (palladium carbon). The solvent is C(C)#N (acetonitrile), C(C)(=O)OCC (ethyl acetate). Conditions: time 20 hour. The product is NC1=C2C(C(=CN(C2=C(C(=C1)F)C)[C@H]1[C@H](C1)F)C(=O)OCC)=O (Ethyl 5-amino-7-fluoro-1-[2-(S)-fluoro-1-(R)-cyclopropyl]-1,4-dihydro-8-methyl-4-oxoquinoline-3-carboxylate). Isolated yield 38.0%. Reaction SMILES: [F:1][C:2]1[C:11]([CH3:12])=[C:10]2[C:5]([C:6](=[O:22])[C:7]([C:17]([O:19][CH2:20][CH3:21])=[O:18])=[CH:8][N:9]2[C@@H:13]2[CH2:15][C@@H:14]2[F:16])=[C:4]([N+:23]([O-])=O)[CH:3]=1.CCCCCC>C(#N)C.[C].[Pd].C(OCC)(=O)C>[NH2:23][C:4]1[CH:3]=[C:2]([F:1])[C:11]([CH3:12])=[C:10]2[C:5]=1[C:6](=[O:22])[C:7]([C:17]([O:19][CH2:20][CH3:21])=[O:18])=[CH:8][N:9]2[C@@H:13]1[CH2:15][C@@H:14]1[F:16] |f:3.4|. Procedure: Ethyl 7-fluoro-1-[2-(S)-fluoro-1-(R)-cyclopropyl]-1,4-dihydro-8-methyl-5-nitro-4-oxoquinoline-3-carboxylate (2.50 g, 7.10 mmol) was dissolved in acetonitrile (20 ml), and after adding a 5% palladium carbon catalyst (water content: 50%, 1.0 g) thereto, it was stirred at room temperature for 20 hours under a hydrogen atmosphere at atmospheric pressure. After removing the catalyst by filtering (methanol washing), the filtrate was concentrated under a reduced pressure, and the residue obtained was d... Reactants: BrC1=CC=C(C=C1)C(C)C (4-bromocumene), C(CCC)[Li] (n-butyllithium), CCCCCC (hexane), CC1(OC2=C(C1=O)C=C(C(=C2C)C)NC(OC(C)(C)C)=O)C (tert-butyl (2,2,6,7-tetramethyl-3-oxo-2,3-dihydro-1-benzofuran-5-yl)carbamate), Example 59. Run in O (water), C1CCOC1 (THF), C1CCOC1 (THF). Conditions: time 30 minute. Product: OC1(C(OC2=C1C=C(C(=C2C)C)NC(OC(C)(C)C)=O)(C)C)C2=CC=C(C=C2)C(C)C (tert-butyl (3-hydroxy-3-(4-isopropylphenyl)-2,2,6,7-tetramethyl-2,3-dihydro-1-benzofuran-5-yl)carbamate). RXN SMILES: Br[C:2]1[CH:7]=[CH:6][C:5]([CH:8]([CH3:10])[CH3:9])=[CH:4][CH:3]=1.C([Li])CCC.CCCCCC.[CH3:22][C:23]1([CH3:43])[C:27](=[O:28])[C:26]2[CH:29]=[C:30]([NH:35][C:36](=[O:42])[O:37][C:38]([CH3:41])([CH3:40])[CH3:39])[C:31]([CH3:34])=[C:32]([CH3:33])[C:25]=2[O:24]1>C1COCC1.O>[OH:28][C:27]1([C:2]2[CH:7]=[CH:6][C:5]([CH:8]([CH3:10])[CH3:9])=[CH:4][CH:3]=2)[C:26]2[CH:29]=[C:30]([NH:35][C:36](=[O:42])[O:37][C:38]([CH3:41])([CH3:40])[CH3:39])[C:31]([CH3:34])=[C:32]([CH3:33])[C:25]=2[O:24][C:23]1([CH3:43])[CH3:22]. Procedure details: To a solution of 4-bromocumene (6.25 g, 31.4 mmol) in THF (50 mL) was added dropwise a solution of n-butyllithium in hexane (1.60 M, 19.6 mL, 31.4 mmol) under arogon atmosphere at −78° C., and the mixture was stirred at the same temperature for 30 minutes. Then, to the reaction solution was added dropwise a solution of tert-butyl (2,2,6,7-tetramethyl-3-oxo-2,3-dihydro-1-benzofuran-5-yl)carbamate obtained in Reference Example 59 (500 mg, 2.02 mmol) in THF (5 mL) at the same temperature, and the r... The reactants are CC(C)(C)c1ccc(Cn2c(=O)n(Cc3ccc([N+](=O)[O-])cc3)c3ccccc32)cc1, CO. The product is CC(C)(C)c1ccc(Cn2c(=O)n(Cc3ccc(N)cc3)c3ccccc32)cc1. RXN SMILES: [C:1]([CH3:2])([CH3:3])([CH3:4])[c:5]1[cH:6][cH:7][c:8]([CH2:9][n:10]2[c:11](=[O:29])[n:12]([CH2:19][c:20]3[cH:21][cH:22][c:23]([N+:26]([O-:27])=[O:28])[cH:24][cH:25]3)[c:13]3[c:14]2[cH:15][cH:16][cH:17][cH:18]3)[cH:30][cH:31]1.[CH3:32][OH:33]>>[C:1]([CH3:2])([CH3:3])([CH3:4])[c:5]1[cH:6][cH:7][c:8]([CH2:9][n:10]2[c:11](=[O:29])[n:12]([CH2:19][c:20]3[cH:21][cH:22][c:23]([NH2:26])[cH:24][cH:25]3)[c:13]3[c:14]2[cH:15][cH:16][cH:17][cH:18]3)[cH:30][cH:31]1. Reactants: FC=1C=CC(=C(C1)C)[N+](=O)[O-] (5-fluoro-2-nitrotoluene), IC=1C=NNC1 (4-iodo-1H-pyrazole), C([O-])([O-])=O.[K+].[K+] (potassium carbonate), ice water. Run in CN(C)C=O (DMF). The product is IC=1C=NN(C1)C1=CC(=C(C=C1)[N+](=O)[O-])C (4-iodo-1-(3-methyl-4-nitrophenyl)-1H-pyrazole). Yield: 93.2%. RXN SMILES: F[C:2]1[CH:3]=[CH:4][C:5]([N+:9]([O-:11])=[O:10])=[C:6]([CH3:8])[CH:7]=1.[I:12][C:13]1[CH:14]=[N:15][NH:16][CH:17]=1.C(=O)([O-])[O-].[K+].[K+]>CN(C=O)C>[I:12][C:13]1[CH:14]=[N:15][N:16]([C:2]2[CH:3]=[CH:4][C:5]([N+:9]([O-:11])=[O:10])=[C:6]([CH3:8])[CH:7]=2)[CH:17]=1 |f:2.3.4|. Procedure: A mixture of 5-fluoro-2-nitrotoluene (2.33 g), 4-iodo-1H-pyrazole (2.91 g) and potassium carbonate (2.49 g) was heated and stirred in DMF (30 ml) at 140° C. for 4 hours. After cooling to room temperature, the reaction mixture was poured into ice water to separate out crystals. The obtained crystals were filtered, washed with water and dried, and 4-iodo-1-(3-methyl-4-nitrophenyl)-1H-pyrazole (4.60 g) was obtained. The reactants are BrC1=C2C=CNC2=CC=C1 (4-bromoindole), C(C)C1=CC=C(C(=O)Cl)C=C1 (4-ethyl-benzoyl chloride), C([O-])(O)=O.[Na+] (sodium bicarbonate), [Al+3].[Cl-].[Cl-].[Cl-] (AlCl3). The solvent is ClCCl (dichloromethane), ClCCl (dichloromethane), ClCCl (dichloromethane). Run at time 8 hour. Product: BrC1=C2C(=CNC2=CC=C1)C(=O)C1=CC=C(C=C1)CC ((4-Bromo-1H-indol-3-yl)-(4-ethyl-phenyl)-methanone). Yield: 48.5%. RXN SMILES: [Al+3].[Cl-].[Cl-].[Cl-].[Br:5][C:6]1[CH:14]=[CH:13][CH:12]=[C:11]2[C:7]=1[CH:8]=[CH:9][NH:10]2.[CH2:15]([C:17]1[CH:25]=[CH:24][C:20]([C:21](Cl)=[O:22])=[CH:19][CH:18]=1)[CH3:16].C(=O)(O)[O-].[Na+]>ClCCl>[Br:5][C:6]1[CH:14]=[CH:13][CH:12]=[C:11]2[C:7]=1[C:8]([C:21]([C:20]1[CH:24]=[CH:25][C:17]([CH2:15][CH3:16])=[CH:18][CH:19]=1)=[O:22])=[CH:9][NH:10]2 |f:0.1.2.3,6.7|. Procedure: To a suspension of AlCl3 (3.0 g, 22.5 mmol) in dichloromethane (50 mL) was added a solution of 4-bromoindole (2.21 g, 11.3 mmol) in dichloromethane (25 mL) at room temperature over the period of 20 mins, followed by the addition of a solution of 4-ethyl-benzoyl chloride (2.5 mL, 17 mmol) in dichloromethane (25 mL) over the period of 20 mins. The resulting solution was stirred at room temperature overnight, and saturated sodium bicarbonate solution was added in a water-ice bath to quench the reac... Reactants: CO, CN1CCN(c2ccc([N+](=O)[O-])nc2)CC1, [H][H]. Yields the product CN1CCN(c2ccc(N)nc2)CC1. RXN SMILES: [CH3:19][OH:20].[CH3:1][N:2]1[CH2:3][CH2:4][N:5]([c:8]2[cH:9][n:10][c:11]([N+:14]([O-:15])=[O:16])[cH:12][cH:13]2)[CH2:6][CH2:7]1.[H:17][H:18]>>[CH3:1][N:2]1[CH2:3][CH2:4][N:5]([c:8]2[cH:9][n:10][c:11]([NH2:14])[cH:12][cH:13]2)[CH2:6][CH2:7]1.